The task is: describe an organic reaction: reactants, conditions, products, and yield. This data is from the Open Reaction Database (ORD), a public repository of structured organic reaction records. The reactants are C(C(C)(C)C)(=O)OCN1C=NC2=CC=C(C=C2C1=O)CN(CC#C)C1=CC=C(C(=O)O)C=C1 (p-[N-(3,4-dihydro-3-pivaloyloxymethyl-4-oxoquinazolin-6-ylmethyl)-N-(prop-2-ynyl)amino]benzoic acid), NCC=1C=NC=CC1 (3-aminomethylpyridine). Yields the product O=C1NC=NC2=CC=C(C=C12)CN(CC#C)C1=CC=C(C(=O)NCC=2C=NC=CC2)C=C1 (p-[N-(3,4-dihydro-4-oxoquinazolin-6-ylmethyl)-N-(prop-2-ynyl)amino]-N-(3-pyridylmethyl)benzamide). The yield is 61.0%. Reaction SMILES: C(OC[N:9]1[C:18](=[O:19])[C:17]2[C:12](=[CH:13][CH:14]=[C:15]([CH2:20][N:21]([C:25]3[CH:33]=[CH:32][C:28]([C:29](O)=[O:30])=[CH:27][CH:26]=3)[CH2:22][C:23]#[CH:24])[CH:16]=2)[N:11]=[CH:10]1)(=O)C(C)(C)C.[NH2:34][CH2:35][C:36]1[CH:37]=[N:38][CH:39]=[CH:40][CH:41]=1>>[O:19]=[C:18]1[C:17]2[C:12](=[CH:13][CH:14]=[C:15]([CH2:20][N:21]([C:25]3[CH:26]=[CH:27][C:28]([C:29]([NH:34][CH2:35][C:36]4[CH:37]=[N:38][CH:39]=[CH:40][CH:41]=4)=[O:30])=[CH:32][CH:33]=3)[CH2:22][C:23]#[CH:24])[CH:16]=2)[N:11]=[CH:10][NH:9]1. Reported procedure: Using the procedure described in Example 10, p-[N-(3,4-dihydro-3-pivaloyloxymethyl-4-oxoquinazolin-6-ylmethyl)-N-(prop-2-ynyl)amino]benzoic acid was reacted with 3-aminomethylpyridine to give p-[N-(3,4-dihydro-4-oxoquinazolin-6-ylmethyl)-N-(prop-2-ynyl)amino]-N-(3-pyridylmethyl)benzamide (containing 4.5 equivalents of water, 61%), m.p. 137°-139° C.